This data is from the Open Reaction Database (ORD), a public repository of structured organic reaction records. The task is: describe an organic reaction: reactants, conditions, products, and yield Starting materials: C(C)N(CC)S(F)(F)F (diethylaminosulfur trifluoride), OC1C(NC2=C(C(=N1)C1=CC=CC=C1)C=C(C=C2)[N+](=O)[O-])=O (1,3-dihydro-3-hydroxy-7-nitro-5-phenyl-2H-1,4-benzodiazepin-2-one), ice water. The solvent is C(Cl)Cl (methylene chloride). Product: FC1C(NC2=C(C(=N1)C1=CC=CC=C1)C=C(C=C2)[N+](=O)[O-])=O (3-fluoro-1,3-dihydro-7-nitro-5-phenyl-2H-1,4-benzodiazepin-2-one). Isolated yield 83.5%. RXN SMILES: O[CH:2]1[N:8]=[C:7]([C:9]2[CH:14]=[CH:13][CH:12]=[CH:11][CH:10]=2)[C:6]2[CH:15]=[C:16]([N+:19]([O-:21])=[O:20])[CH:17]=[CH:18][C:5]=2[NH:4][C:3]1=[O:22].C(N(S(F)(F)[F:29])CC)C>C(Cl)Cl>[F:29][CH:2]1[N:8]=[C:7]([C:9]2[CH:14]=[CH:13][CH:12]=[CH:11][CH:10]=2)[C:6]2[CH:15]=[C:16]([N+:19]([O-:21])=[O:20])[CH:17]=[CH:18][C:5]=2[NH:4][C:3]1=[O:22]. Procedure: A well stirred suspension of 3.6 g (0.012 mole) of 1,3-dihydro-3-hydroxy-7-nitro-5-phenyl-2H-1,4-benzodiazepin-2-one in 200 ml methylene chloride was cooled to -70°, and 5 ml (0.04 mole) of diethylaminosulfur trifluoride was added dropwise. The reaction mixture was allowed to warm slowly to -10°, at which temperature all of the solid went into solution. The reaction mixture was poured into 400 ml of ice water, and the organic layer was separated, washed with water, dried (MgSO4) and evaporated t... The reactants are CSC(SC)=C(C(=O)c1cccnc1)C(=O)c1cccc(C2COC(C)(C)O2)c1F, CCO, Nc1ccccc1N. The product is CC1(C)OCC(c2cccc(C(=O)C(C(=O)c3cccnc3)=C3Nc4ccccc4N3)c2F)O1. As a reaction SMILES: [CH3:1][S:2][C:3](=[C:4]([C:5](=[O:6])[c:7]1[c:8]([F:20])[c:9]([CH:13]2[O:14][C:15]([CH3:18])([CH3:19])[O:16][CH2:17]2)[cH:10][cH:11][cH:12]1)[C:21](=[O:22])[c:23]1[cH:24][n:25][cH:26][cH:27][cH:28]1)[S:29][CH3:30].[CH3:39][CH2:40][OH:41].[NH2:31][c:32]1[cH:33][cH:34][cH:35][cH:36][c:37]1[NH2:38]>>[C:3]1(=[C:4]([C:5](=[O:6])[c:7]2[c:8]([F:20])[c:9]([CH:13]3[O:14][C:15]([CH3:18])([CH3:19])[O:16][CH2:17]3)[cH:10][cH:11][cH:12]2)[C:21](=[O:22])[c:23]2[cH:24][n:25][cH:26][cH:27][cH:28]2)[NH:31][c:32]2[cH:33][cH:34][cH:35][cH:36][c:37]2[NH:38]1. Starting materials: O=C1CCC(=O)N1Cl, ClCCl, CC(C)(C)c1nc(-c2cccc(N)c2F)c(-c2ccnc(N)n2)s1, [Na+], O=S(=O)(Cl)Cl, c1ccncc1, O=S([O-])c1ccccn1. Product: CC(C)(C)c1nc(-c2cccc(NS(=O)(=O)c3ccccn3)c2F)c(-c2ccnc(N)n2)s1. Reaction SMILES: [Cl:11][N:12]1[C:13](=[O:14])[CH2:15][CH2:16][C:17]1=[O:18].[Cl:54][CH2:55][Cl:56].[NH2:24][c:25]1[c:26]([F:47])[c:27](-[c:31]2[n:32][c:33]([C:43]([CH3:44])([CH3:45])[CH3:46])[s:34][c:35]2-[c:36]2[n:37][c:38]([NH2:42])[n:39][cH:40][cH:41]2)[cH:28][cH:29][cH:30]1.[Na+:10].[S:19]([Cl:20])([Cl:21])(=[O:22])=[O:23].[cH:48]1[cH:49][cH:50][n:51][cH:52][cH:53]1.[n:1]1[c:2]([S:7](=[O:8])[O-:9])[cH:3][cH:4][cH:5][cH:6]1>>[n:1]1[c:2]([S:7](=[O:8])(=[O:9])[NH:24][c:25]2[c:26]([F:47])[c:27](-[c:31]3[n:32][c:33]([C:43]([CH3:44])([CH3:45])[CH3:46])[s:34][c:35]3-[c:36]3[n:37][c:38]([NH2:42])[n:39][cH:40][cH:41]3)[cH:28][cH:29][cH:30]2)[cH:3][cH:4][cH:5][cH:6]1. Starting materials: C=1N=C(C2=C(N1)N(C=N2)[C@H]3[C@@H]([C@@H]([C@H](O3)COP(=O)(O)OP(=O)(O)OC[C@@H]4[C@H]([C@H]([C@@H](O4)N5C=CCC(=C5)C(=O)N)O)O)O)O)N (NAD), N[C@@H](CC(C)C)C(=O)O (leucine), C(=O)[O-] (formate), C(=O)[O-].[NH4+] (ammonium formate), N (ammonia), [Na+].O=C(C(=O)[O-])C(CC)(C)C (2-keto-3,3-dimethyl pentanoic acid sodium salt), N (ammonia), C (charcoal). The solvent is O (water). Product: CC([C@H](N)C(=O)O)(C)CC ((5)-3-methyl-isoleucine). As a reaction SMILES: C([O-])=O.[NH4+].[Na+].O=[C:7]([C:11]([CH3:15])([CH3:14])[CH2:12][CH3:13])[C:8]([O-:10])=[O:9].N.C1[N:18]=C(N)C2N=CN([C@@H]3O[C@H](COP(OP(OC[C@H]4O[C@@H](N5C=C(C(N)=O)CC=C5)[C@H](O)[C@@H]4O)(O)=O)(O)=O)[C@@H](O)[C@H]3O)C=2N=1.N[C@H](C(O)=O)CC(C)C.C([O-])=O.C>O>[CH3:14][C:11]([CH2:12][CH3:13])([CH3:15])[C@@H:7]([C:8]([OH:10])=[O:9])[NH2:18] |f:0.1,2.3|. Reported procedure: 6.3 g (0.1 mole) ammonium formate and 1.67 g (10 mmoles), 2-keto-3,3-dimethyl pentanoic acid sodium salt are suspended in 80 ml of water, the pH value is adjusted with ammonia to 8.2, so that the solids dissolve and the volume is adjusted to 100 ml. subsequently, 14.34 mg (0.02 mmole) NAD+3H2O cofactor as well as 800 U of leucine dehydrogenase (LeUDH) and 500 U of rec-formate dehydrogenase (rec-FDH) are added. The temperature is set to 32° C . During the reaction the system is gently stirred and... Reactants: O (water), IC1=CC=C(C=O)C=C1 (4-iodo-benzaldehyde), NC1=NC=CC=C1 (2-amino-pyridine), C(C)(=O)O[BH-](OC(C)=O)OC(C)=O.[Na+] (sodium triacetoxyborohydride). Run in C1CCOC1 (THF). Conditions: temperature 50 celsius, time 1 hour. The product is IC1=CC=C(CNC2=NC=CC=C2)C=C1 ((4-Iodo-benzyl)-pyridin-2-yl-amine). RXN SMILES: [I:1][C:2]1[CH:9]=[CH:8][C:5]([CH:6]=O)=[CH:4][CH:3]=1.[NH2:10][C:11]1[CH:16]=[CH:15][CH:14]=[CH:13][N:12]=1.C(O[BH-](OC(=O)C)OC(=O)C)(=O)C.[Na+].O>C1COCC1>[I:1][C:2]1[CH:9]=[CH:8][C:5]([CH2:6][NH:10][C:11]2[CH:16]=[CH:15][CH:14]=[CH:13][N:12]=2)=[CH:4][CH:3]=1 |f:2.3|. Procedure details: 2.00 g (8.62 mmol) 4-iodo-benzaldehyde are added to 0.811 g (8.62 mmol) 2-amino-pyridine in 20 mL THF and the mixture is stirred for 1 h at 50° C. After that time, 4.57 g (21.5 mmol) sodium triacetoxyborohydride are added and the mixture is stirred for 1 h at 50° C. Subsequently, water is added and the mixture is extracted with EtOAc. The organic layer is dried over magnesium sulphate and the solvent is removed in vacuo. The residue is purified by RP-HPLC to yield the desired product.